This data is from the Open Reaction Database (ORD), a public repository of structured organic reaction records. The task is: describe an organic reaction: reactants, conditions, products, and yield The reactants are NCCS (2-aminoethanethiol), C[S-](C(=NC(C(F)(F)F)=O)[S-])C (dimethyl(2,2,2-trifluoroacetyl)carbonimidodithioate). Solvent: C(C)O (Ethanol). Run at time 8 hour. The product is FC(C(=O)N=C1SCCN1)(F)F (2,2,2-trifluoro-N-(thiazolidin-2-ylidene)acetamide). Yield: 50.5%. As a reaction SMILES: [NH2:1][CH2:2][CH2:3][SH:4].C[S-](C)[C:7]([S-])=[N:8][C:9](=[O:14])[C:10]([F:13])([F:12])[F:11]>C(O)C>[F:11][C:10]([F:13])([F:12])[C:9]([N:8]=[C:7]1[NH:1][CH2:2][CH2:3][S:4]1)=[O:14]. Procedure details: Ethanol (20 mL) was added to 77 mg (1.0 mmol) of 2-aminoethanethiol, 216 mmol (1.0 mmol) of the dimethyl(2,2,2-trifluoroacetyl)carbonimidodithioate synthesized by the method described in Comparative Example 7 was added, and the mixture was stirred overnight at room temperature. Following reaction completion, the solvent was distilled off under reduced pressure, and purification was carried out by silica gel column chromatography (hexane/ethyl acetate=1:1), giving 100 mg of 2,2,2-trifluoro-N-(thi... The reactants are BrC=1C=C2C=3N(C(C(NC3C1)=O)=O)C(CC2)CC(=O)O (9-bromo-5-carboxymethyl-6,7-dihydro-1H, 5H-pyrido[1,2,3-de]quinoxaline-2,3-dione), C(C1=CC=CC=C1)N (benzylamine). Yields the product BrC=1C=C2C=3N(C(C(NC3C1)=O)=O)C(CC2)CC(NCC2=CC=CC=C2)=O (9-Bromo-5-benzylcarbamoylmethyl-6,7-dihydro-1H, 5H-pyrido[1,2,3-de]quinoxaline-2,3-dione). Yield: 90.2%. Reaction SMILES: [Br:1][C:2]1[CH:3]=[C:4]2[CH2:16][CH2:15][CH:14]([CH2:17][C:18]([OH:20])=O)[N:6]3[C:7](=[O:13])[C:8](=[O:12])[NH:9][C:10]([CH:11]=1)=[C:5]23.[CH2:21]([NH2:28])[C:22]1[CH:27]=[CH:26][CH:25]=[CH:24][CH:23]=1>>[Br:1][C:2]1[CH:3]=[C:4]2[CH2:16][CH2:15][CH:14]([CH2:17][C:18](=[O:20])[NH:28][CH2:21][C:22]3[CH:27]=[CH:26][CH:25]=[CH:24][CH:23]=3)[N:6]3[C:7](=[O:13])[C:8](=[O:12])[NH:9][C:10]([CH:11]=1)=[C:5]23. Procedure details: A procedure similar to that described in Example 5 was carried out with 9-bromo-5-carboxymethyl-6,7-dihydro-1H, 5H-pyrido[1,2,3-de]quinoxaline-2,3-dione (150 mg, 0.44 mmol) and benzylamine (54 μL, 0.5 mmol) to give 170 mg of the title compound (89%): mp 220°~223° C.; 1H NMR (270 MHz, DMSO-d6) δ12.04 (bs, 1H), 8.46~8.55 (m, 1H), 7.19~7.37 (m, 6H), 7.14 (d, 1H, J=2 Hz), 5.09~5.19 (m, 1H), 4.21~4.35 (m, 2H), 3.04 (ddd, 1H, J=17.1, 13.5, 4.5 Hz), 2.77 (dm, 1H, J=17.1 Hz), 2.41~2.54 (m, 2H), 2.00 (dm... Starting materials: ClCCCCN1C2=NC(=NC(=C2N=C1OC)N)O[C@H](CC)C (9-(4-Chlorobutyl)-8-(methyloxy)-2-{[(1S)-1-methylpropyl]oxy}-9H-purin-6-amine), FC(C(=O)O)(F)F.C1(CCCC1)OC=1NC(=C2N=C(N=C2N1)OC)N (2-(cyclopentyloxy)-8-(methyloxy)-1H-purin-6-amine trifluoroacetate), BrCCCCCl (1-bromo-4-chlorobutane). The product is ClCCCCN1C2=NC(=NC(=C2N=C1OC)N)OC1CCCC1 (9-(4-Chlorobutyl)-2-(cyclopentyloxy)-8-(methyloxy)-9H-purin-6-amine). RXN SMILES: [Cl:1][CH2:2][CH2:3][CH2:4][CH2:5][N:6]1[C:14]([O:15][CH3:16])=[N:13][C:12]2[C:7]1=[N:8][C:9]([O:18][C@@H:19]([CH3:22])[CH2:20][CH3:21])=[N:10][C:11]=2[NH2:17].F[C:24](F)(F)C(O)=O.C1(OC2NC(N)=C3C(N=2)=NC(OC)=N3)CCCC1.BrCCCCCl>>[Cl:1][CH2:2][CH2:3][CH2:4][CH2:5][N:6]1[C:14]([O:15][CH3:16])=[N:13][C:12]2[C:7]1=[N:8][C:9]([O:18][CH:19]1[CH2:22][CH2:24][CH2:21][CH2:20]1)=[N:10][C:11]=2[NH2:17] |f:1.2|. Procedure: Prepared similarly to Intermediate 44 from 2-(cyclopentyloxy)-8-(methyloxy)-1H-purin-6-amine trifluoroacetate and 1-bromo-4-chlorobutane. Reactants: COC(=O)C=CC(=O)[O-], CO, O, O=C(O)C=CC(=O)O. Product: COC(=O)C=CC(=O)OC. As a reaction SMILES: [C:9]([CH:10]=[CH:11][C:12](=[O:13])[O-:14])(=[O:15])[O:16][CH3:17].[CH3:19][OH:20].[OH2:18].[OH:1][C:2]([CH:3]=[CH:4][C:5](=[O:6])[OH:7])=[O:8]>>[CH3:2][O:14][C:12]([CH:11]=[CH:10][C:9](=[O:15])[O:16][CH3:17])=[O:13]. The reactants are [N+](=O)([O-])C=1C=C2C=CNC2=CC1 (5-nitroindole), [H-].[Na+] (sodium hydride), COC(CCCCBr)=O (methyl-5-bromovalerate). Solvent: C(C)#N (acetonitrile), C(C)#N (acetonitrile). Reaction conditions: time 21 hour. Yields the product COC(=O)CCCCN1C=CC2=CC(=CC=C12)[N+](=O)[O-] (1-(4-methoxycarbonyl butyl)-5-nitroindole). Isolated yield 90.5%. Reaction SMILES: [N+:1]([C:4]1[CH:5]=[C:6]2[C:10](=[CH:11][CH:12]=1)[NH:9][CH:8]=[CH:7]2)([O-:3])=[O:2].[H-].[Na+].[CH3:15][O:16][C:17](=[O:23])[CH2:18][CH2:19][CH2:20][CH2:21]Br>C(#N)C>[CH3:15][O:16][C:17]([CH2:18][CH2:19][CH2:20][CH2:21][N:9]1[C:10]2[C:6](=[CH:5][C:4]([N+:1]([O-:3])=[O:2])=[CH:12][CH:11]=2)[CH:7]=[CH:8]1)=[O:23] |f:1.2|. Procedure details: To a stirred solution of 5-nitroindole (0.324 g, 2.0 mmol) in anhydrous acetonitrile (10 ml) was added sodium hydride (0.057 g, 2.38 mmol). The resulting red-brown solution was stirred for 45 minutes, before the addition of a solution of methyl-5-bromovalerate (0.429 g, 2.2 mmol) in anhydrous acetonitrile (1 ml). The solution was stirred for 21 hours, during which time a solid precipitated. Analysis by TLC in chloroform:ethanol (99:1) after 2 hours showed 2 components (starting material: Rf=0.5,... The reactants are BrCC=1C=C(C(=NC1)Cl)F (5-(bromomethyl)-2-chloro-3-fluoropyridine), C1N2CN3CN1CN(C2)C3 (hexamethylenetetramine), C(=O)(O)[O-].[Na+] (NaHCO3). The solvent is O (water), C(C)(=O)O (acetic acid). Run at time 1 hour. Yields the product ClC1=NC=C(C=O)C=C1F (6-chloro-5-fluoronicotinaldehyde). As a reaction SMILES: Br[CH2:2][C:3]1[CH:4]=[C:5]([F:10])[C:6]([Cl:9])=[N:7][CH:8]=1.C1N2CN3CN(C2)CN1C3.C([O-])(O)=[O:22].[Na+]>C(O)(=O)C.O>[Cl:9][C:6]1[C:5]([F:10])=[CH:4][C:3]([CH:2]=[O:22])=[CH:8][N:7]=1 |f:2.3|. Reported procedure: A mixture of 5-(bromomethyl)-2-chloro-3-fluoropyridine (2.0 g, 8.91 mmol) and hexamethylenetetramine (2.75 g, 19.6 mmol) in 50% aqueous acetic acid (53 ml) was heated to reflux. After 1 hour, the mixture was cooled to room temperature, neutralized carefully with solid NaHCO3 (73.7 g), diluted with water (400 mL) and extracted with dichloromethane (2×100 mL). The combined organic extracts were dried over anhydrous sodium sulfate, concentrated on a rotary evaporator and purified by silica gel colu... The reactants are IN1C(CCC1=O)=O (N-iodosuccinimide), N=1C(=CN2C1C=CC=C2)CN(CC(=O)OC)C (methyl 2-((imidazo[1,2-a]pyridin-2-ylmethyl)(methyl)amino)acetate), O (water). Run in C(C)#N (acetonitrile). Conditions: time 16 hour. Yields the product IC1=C(N=C2N1C=CC=C2)CN(CC(=O)OC)C (methyl 2-(((3-iodoimidazo[1,2-a]pyridin-2-yl)methyl)(methyl)amino)acetate). Yield: 56.4%. Reaction SMILES: [N:1]1[C:2]([CH2:10][N:11]([CH3:17])[CH2:12][C:13]([O:15][CH3:16])=[O:14])=[CH:3][N:4]2[CH:9]=[CH:8][CH:7]=[CH:6][C:5]=12.[I:18]N1C(=O)CCC1=O.O>C(#N)C>[I:18][C:3]1[N:4]2[CH:9]=[CH:8][CH:7]=[CH:6][C:5]2=[N:1][C:2]=1[CH2:10][N:11]([CH3:17])[CH2:12][C:13]([O:15][CH3:16])=[O:14]. Reported procedure: 0.107 g (0.459 mmol) of methyl 2-((imidazo[1,2-a]pyridin-2-ylmethyl)(methyl)amino)acetate were dissolved in 4 ml of acetonitrile with magnetic stirring, to this solution were added 0.112 g (0.482 mmol) of N-iodosuccinimide. The mixture was stirred at r.t. for 16 h. The reaction mixture was treated with 10 ml of water and then extracted with 3×10 ml of ethyl acetate. The combined organic phases were washed with 20 ml of a saturated NaCl aqueous solution, and then dried on Na2SO4 which was then re... The reactants are [Cl-].[NH4+] (ammonium chloride), ClCC1=CC=C(C=C1)OC (1-(chloromethyl)-4-methoxybenzene), C([O-])([O-])=O.[K+].[K+] (potassium carbonate), O=C1NC2=C(C=3N1N=CC3)C=C(S2)C=O (5-Oxo-4,5-dihydropyrazolo[1,5-c]thieno[3,2-e]pyrimidine-2-carbaldehyde). Run in CN(C=O)C (N,N-dimethylformamide). Conditions: temperature 60 celsius, time 5 hour. Product: COC1=CC=C(CN2C(N3C(C4=C2SC(=C4)C=O)=CC=N3)=O)C=C1 (4-(4-methoxybenzyl)-5-oxo-4,5-dihydropyrazolo[1,5-c]thieno[3,2-e]pyrimidine-2-carbaldehyde). Yield: 33.7%. Reaction SMILES: [O:1]=[C:2]1[N:7]2[N:8]=[CH:9][CH:10]=[C:6]2[C:5]2[CH:11]=[C:12]([CH:14]=[O:15])[S:13][C:4]=2[NH:3]1.Cl[CH2:17][C:18]1[CH:23]=[CH:22][C:21]([O:24][CH3:25])=[CH:20][CH:19]=1.C(=O)([O-])[O-].[K+].[K+].[Cl-].[NH4+]>CN(C)C=O>[CH3:25][O:24][C:21]1[CH:22]=[CH:23][C:18]([CH2:17][N:3]2[C:4]3[S:13][C:12]([CH:14]=[O:15])=[CH:11][C:5]=3[C:6]3=[CH:10][CH:9]=[N:8][N:7]3[C:2]2=[O:1])=[CH:19][CH:20]=1 |f:2.3.4,5.6|. Reported procedure: 5-Oxo-4,5-dihydropyrazolo[1,5-c]thieno[3,2-e]pyrimidine-2-carbaldehyde (30 mg, 0.14 mmol) was dissolved in N,N-dimethylformamide (3.0 mL), 1-(chloromethyl)-4-methoxybenzene (0.04 ml, 0.27 mmol) and potassium carbonate (57 mg, 0.41 mmol) were added and the reaction stirred at 60° C. for 5 h. Reaction poured into saturated ammonium chloride solution (20 mL), extracted with ethyl acetate (3×10 mL), organics washed with saturated ammonium chloride solution (20 mL), dried (Na2SO4) and concentrated un...